Task: describe an organic reaction: reactants, conditions, products, and yield. Dataset: the Open Reaction Database (ORD), a public repository of structured organic reaction records Reactants: CCOc1cc(Br)ccc1OC, C1CCOC1, CCCCCC, CON(C)C(=O)c1ccc2ncccc2c1, CC(C)O, O. Product: CCOc1cc(C(=O)c2ccc3ncccc3c2)ccc1OC. As a reaction SMILES: [Br:1][c:2]1[cH:3][c:4]([O:10][CH2:11][CH3:12])[c:5]([O:8][CH3:9])[cH:6][cH:7]1.[CH2:39]1[O:40][CH2:41][CH2:42][CH2:43]1.[CH3:13][CH2:14][CH2:15][CH2:16][CH2:17][CH3:18].[CH3:19][O:20][N:21]([C:22](=[O:23])[c:24]1[cH:25][c:26]2[cH:27][cH:28][cH:29][n:30][c:31]2[cH:32][cH:33]1)[CH3:34].[CH:35]([OH:36])([CH3:37])[CH3:38].[OH2:44]>>[c:2]1([C:22](=[O:23])[c:24]2[cH:25][c:26]3[cH:27][cH:28][cH:29][n:30][c:31]3[cH:32][cH:33]2)[cH:3][c:4]([O:10][CH2:11][CH3:12])[c:5]([O:8][CH3:9])[cH:6][cH:7]1.